Dataset: the Open Reaction Database (ORD), a public repository of structured organic reaction records. Task: describe an organic reaction: reactants, conditions, products, and yield The reactants are O=C([O-])[O-], C1COCCO1, CCOC(C)=O, [Cs+], [Cs+], Cc1cc(-c2ccccc2C(O)C(F)(F)F)cs1, Nc1nc(Cl)cc(Cl)n1. Yields the product Cc1cc(-c2ccccc2C(Oc2cc(Cl)nc(N)n2)C(F)(F)F)cs1. Reaction SMILES: [C:28](=[O:29])([O-:30])[O-:31].[CH2:34]1[O:35][CH2:36][CH2:37][O:38][CH2:39]1.[CH3:40][CH2:41][O:42][C:43](=[O:44])[CH3:45].[Cs+:32].[Cs+:33].[F:1][C:2]([CH:3]([OH:4])[c:5]1[c:6](-[c:11]2[cH:12][s:13][c:14]([CH3:16])[cH:15]2)[cH:7][cH:8][cH:9][cH:10]1)([F:17])[F:18].[NH2:19][c:20]1[n:21][c:22]([Cl:27])[cH:23][c:24]([Cl:26])[n:25]1>>[F:1][C:2]([CH:3]([O:4][c:24]1[cH:23][c:22]([Cl:27])[n:21][c:20]([NH2:19])[n:25]1)[c:5]1[c:6](-[c:11]2[cH:12][s:13][c:14]([CH3:16])[cH:15]2)[cH:7][cH:8][cH:9][cH:10]1)([F:17])[F:18]. Reactants: N#Cc1ccccc1N1CCNCC1, CCOC(=O)Nc1nc2ccc(F)cc2nc1OC. The product is COc1nc2cc(F)ccc2nc1NC(=O)N1CCN(c2ccccc2C#N)CC1. Reaction SMILES: [C:20](#[N:21])[c:22]1[c:23]([N:28]2[CH2:29][CH2:30][NH:31][CH2:32][CH2:33]2)[cH:24][cH:25][cH:26][cH:27]1.[F:1][c:2]1[cH:3][c:4]2[n:5][c:6]([O:18][CH3:19])[c:7]([NH:12][C:13]([O:14][CH2:15][CH3:16])=[O:17])[n:8][c:9]2[cH:10][cH:11]1>>[F:1][c:2]1[cH:3][c:4]2[n:5][c:6]([O:18][CH3:19])[c:7]([NH:12][C:13](=[O:17])[N:31]3[CH2:30][CH2:29][N:28]([c:23]4[c:22]([C:20]#[N:21])[cH:27][cH:26][cH:25][cH:24]4)[CH2:33][CH2:32]3)[n:8][c:9]2[cH:10][cH:11]1. The reactants are ClC=1C=C(N2N=C(N=CC21)SC)I (5-Chloro-7-iodo-2-methylsulfanyl-pyrrolo[2,1-f][1,2,4]triazine), S(=O)(=O)(OC)OC (Dimethyl sulfate), CC1(OB(OC1(C)C)C1=C(C=CC=C1)NS(=O)(=O)C)C (N-[2-(4,4,5,5-Tetramethyl-1,3,2-dioxaborolan-2-yl)-phenyl]-methanesulfonamide), C([O-])([O-])=O.[Na+].[Na+] (Sodium carbonate). Reagents/catalysts: C=1C=CC(=CC1)[P](C=2C=CC=CC2)(C=3C=CC=CC3)[Pd]([P](C=4C=CC=CC4)(C=5C=CC=CC5)C=6C=CC=CC6)([P](C=7C=CC=CC7)(C=8C=CC=CC8)C=9C=CC=CC9)[P](C=1C=CC=CC1)(C=1C=CC=CC1)C=1C=CC=CC1 (Tetrakis(triphenylphosphine)palladium(0)). Run in O (Water), CN(C=O)C (N,N-Dimethylformamide), O (water). Reaction conditions: temperature 80 celsius, time 7 hour. The product is ClC=1C=C(N2N=C(N=CC21)SC)C2=C(C=CC=C2)N(S(=O)(=O)C)C (N-[2-(5-Chloro-2-methylsulfanyl-pyrrolo[2,1-f][1,2,4]triazin-7-yl)-phenyl]-N-methyl-methanesulfonamide). Reaction SMILES: [Cl:1][C:2]1[CH:3]=[C:4](I)[N:5]2[C:10]=1[CH:9]=[N:8][C:7]([S:11][CH3:12])=[N:6]2.CC1(C)C(C)(C)OB([C:22]2[CH:27]=[CH:26][CH:25]=[CH:24][C:23]=2[NH:28][S:29]([CH3:32])(=[O:31])=[O:30])O1.[C:34](=O)([O-])[O-].[Na+].[Na+].S(OC)(OC)(=O)=O>C1C=CC([P]([Pd]([P](C2C=CC=CC=2)(C2C=CC=CC=2)C2C=CC=CC=2)([P](C2C=CC=CC=2)(C2C=CC=CC=2)C2C=CC=CC=2)[P](C2C=CC=CC=2)(C2C=CC=CC=2)C2C=CC=CC=2)(C2C=CC=CC=2)C2C=CC=CC=2)=CC=1.O.CN(C)C=O>[Cl:1][C:2]1[CH:3]=[C:4]([C:22]2[CH:27]=[CH:26][CH:25]=[CH:24][C:23]=2[N:28]([CH3:34])[S:29]([CH3:32])(=[O:31])=[O:30])[N:5]2[C:10]=1[CH:9]=[N:8][C:7]([S:11][CH3:12])=[N:6]2 |f:2.3.4,^1:50,52,71,90|. Procedure details: 5-Chloro-7-iodo-2-methylsulfanyl-pyrrolo[2,1-f][1,2,4]triazine (0.252 g, 0.774 mmol), N-[2-(4,4,5,5-Tetramethyl-1,3,2-dioxaborolan-2-yl)-phenyl]-methanesulfonamide (0.333 g, 1.12 mmol) and Tetrakis(triphenylphosphine)palladium(0) (72 mg, 0.062 mmol) were placed in a vial, followed by N,N-Dimethylformamide (8.0 mL) and 2.00 M of Sodium carbonate in Water (2.00 mL, 4.00 mmol). The sample was partially evacuated, placed under nitrogen and then heated in a 80° C. block for 20 h. Dimethyl sulfate (0....